Dataset: the Open Reaction Database (ORD), a public repository of structured organic reaction records. Task: describe an organic reaction: reactants, conditions, products, and yield The reactants are CO, Cl, Nc1nc(NCCc2ccccc2)nc2c1nc(Br)n2Cc1ccccc1, N. The product is Nc1nc(NCCc2ccccc2)nc2c1nc(O)n2Cc1ccccc1. RXN SMILES: [CH3:29][OH:30].[ClH:31].[NH2:1][c:2]1[c:3]2[n:4][c:5]([Br:27])[n:6]([CH2:20][c:21]3[cH:22][cH:23][cH:24][cH:25][cH:26]3)[c:7]2[n:8][c:9]([NH:11][CH2:12][CH2:13][c:14]2[cH:15][cH:16][cH:17][cH:18][cH:19]2)[n:10]1.[NH3:28]>>[NH2:1][c:2]1[c:3]2[n:4][c:5]([OH:30])[n:6]([CH2:20][c:21]3[cH:22][cH:23][cH:24][cH:25][cH:26]3)[c:7]2[n:8][c:9]([NH:11][CH2:12][CH2:13][c:14]2[cH:15][cH:16][cH:17][cH:18][cH:19]2)[n:10]1. Reactants: aqueous solution, [Na] (sodium), C(C)(=O)OC=C (vinyl acetate), copolymer A, aqueous solution, C(C=C)(=O)OCCCC (butyl acrylate), C=CC1=CC=CC=C1 (styrene), aqueous solution, S(=O)(=O)([O-])OOS(=O)(=O)[O-].[K+].[K+] (potassium persulfate), 200, C(C=C)(=O)OCCCC (butyl acrylate), C=CC1=CC=CC=C1 (styrene), aqueous solution, S(=O)(=O)([O-])OOS(=O)(=O)[O-].[K+].[K+] (potassium persulfate), P(=O)(O)([O-])[O-] (hydrogenphosphate). Conditions: temperature 70 celsius, time 4 hour. Yields the product C(C=C)(=O)OCCCC.C=CC1=CC=CC=C1 (butyl acrylate styrene). Reaction SMILES: [Na].C(OC=C)(=O)C.P([O-])([O-])(O)=O.[C:13]([O:17][CH2:18][CH2:19][CH2:20][CH3:21])(=[O:16])[CH:14]=[CH2:15].[CH2:22]=[CH:23][C:24]1[CH:29]=[CH:28][CH:27]=[CH:26][CH:25]=1.S(OOS([O-])(=O)=O)([O-])(=O)=O.[K+].[K+]>>[C:13]([O:17][CH2:18][CH2:19][CH2:20][CH3:21])(=[O:16])[CH:14]=[CH2:15].[CH2:22]=[CH:23][C:24]1[CH:29]=[CH:28][CH:27]=[CH:26][CH:25]=1 |f:5.6.7,8.9,^1:0|. Procedure: A 500 ml. glass polymerization vessel equipped with a refulx condenser, a dropping funnel, a thermometer and a stirrer was charged with 110 parts of a 5.7% aqueous solution of sodium N-sulfoisobutyleneacrylamide/vinyl acetate copolymer (molar ratio: 10/90, [η]: 1.13 dl./g.) (hereinafter referred to as "copolymer A") as an emulsifier and 10 parts of a 10% aqueous solution of dissodium hydrogenphosphate as a pH controlling agent, and the temperature was raised to 70° C. with stirring at a rate of ... Starting materials: CN(P(=O)(N(C)C)N(C)C)C (hexamethylphosphoramide), CN(C=O)C (N,N-dimethylformamide), [Li+].CCC[CH2-] (N-Butyllithium), BrC=1C=C2C=CC(=CC2=CC1)O (6-bromo-2-naphthol), C(C)(C)(C)[Li] (tertbutyllithium). Run in C1CCOC1 (THF). Run at time 10 minute. Product: OC=1C=C2C=CC(=CC2=CC1)C=O (6-Hydroxy-2-naphthaldehyde). Isolated yield 80.9%. RXN SMILES: [Li+].CCC[CH2-].Br[C:7]1[CH:8]=[C:9]2[C:14](=[CH:15][CH:16]=1)[CH:13]=[C:12]([OH:17])[CH:11]=[CH:10]2.C([Li])(C)(C)C.CN(C)P(N(C)C)(N(C)C)=O.CN(C)[CH:36]=[O:37]>C1COCC1>[OH:17][C:12]1[CH:13]=[C:14]2[C:9](=[CH:10][CH:11]=1)[CH:8]=[C:7]([CH:36]=[O:37])[CH:16]=[CH:15]2 |f:0.1|. Procedure details: Step a) N-Butyllithium (35.9 mL, 89.7 mmol) was added dropwise to a cold (-78° C.) solution of 6-bromo-2-naphthol (20.0 g, 89.7 mmol) in THF (200 mL). After stirring for 10 minutes, tertbutyllithium (52.76 mL, 89.7 mmol) was added dropwise. The mixture was stirred for 30 min at -78° C, and two hours at -20° C. Then, hexamethylphosphoramide (15.6 mL, 89.7 mmol) was added to the reaction mixture. After stirring for 20 minutes. N,N-dimethylformamide (6.94 mL, 89.7 mmol) was added dropwise. The mixt... As a reaction SMILES: Br[C:2]1[CH:3]=[C:4]([CH3:34])[C:5]([N:8]2[CH2:13][CH2:12][N:11]([C:14]3[CH:19]=[C:18]([C:20]4[CH:25]=[CH:24][C:23]([F:26])=[CH:22][CH:21]=4)[N:17]=[C:16]([N:27]4[CH2:31][CH2:30][CH2:29][CH:28]4[CH3:32])[N:15]=3)[C@H:10]([CH3:33])[CH2:9]2)=[N:6][CH:7]=1.[CH3:35][N:36](C=O)C>[C-]#N.[C-]#N.[Zn+2].C1C=CC([P]([Pd]([P](C2C=CC=CC=2)(C2C=CC=CC=2)C2C=CC=CC=2)([P](C2C=CC=CC=2)(C2C=CC=CC=2)C2C=CC=CC=2)[P](C2C=CC=CC=2)(C2C=CC=CC=2)C2C=CC=CC=2)(C2C=CC=CC=2)C2C=CC=CC=2)=CC=1>[F:26][C:23]1[CH:22]=[CH:21][C:20]([C:18]2[N:17]=[C:16]([N:27]3[CH2:31][CH2:30][CH2:29][CH:28]3[CH3:32])[N:15]=[C:14]([N:11]3[CH2:12][CH2:13][N:8]([C:5]4[C:4]([CH3:34])=[CH:3][C:2]([C:35]#[N:36])=[CH:7][N:6]=4)[CH2:9][C@H:10]3[CH3:33])[CH:19]=2)=[CH:25][CH:24]=1 |f:2.3.4,^1:48,50,69,88|. Reagents/catalysts: C=1C=CC(=CC1)[P](C=2C=CC=CC2)(C=3C=CC=CC3)[Pd]([P](C=4C=CC=CC4)(C=5C=CC=CC5)C=6C=CC=CC6)([P](C=7C=CC=CC7)(C=8C=CC=CC8)C=9C=CC=CC9)[P](C=1C=CC=CC1)(C=1C=CC=CC1)C=1C=CC=CC1 (Pd(PPh3)4), [C-]#N.[C-]#N.[Zn+2] (Zn(CN)2). The product is FC1=CC=C(C=C1)C1=CC(=NC(=N1)N1C(CCC1)C)N1[C@@H](CN(CC1)C1=NC=C(C#N)C=C1C)C (6-{4-[6-(4-Fluoro-phenyl)-2-(2-methyl-pyrrolidin-1-yl)-pyrimidin-4-yl]-3-(R)-methyl-piperazin-1-yl}-5-methyl-nicotinonitrile). Reactants: BrC=1C=C(C(=NC1)N1C[C@H](N(CC1)C1=NC(=NC(=C1)C1=CC=C(C=C1)F)N1C(CCC1)C)C)C (4-[4-(5-bromo-3-methyl-pyridin-2-yl)-2-(R)-methyl-piperazin-1-yl]-6-(4-fluoro-phenyl)-2-(2-methyl-pyrrolidin-1-yl)pyrimidine), CN(C)C=O (DMF). Reported procedure: To a mixture of 4-[4-(5-bromo-3-methyl-pyridin-2-yl)-2-(R)-methyl-piperazin-1-yl]-6-(4-fluoro-phenyl)-2-(2-methyl-pyrrolidin-1-yl)pyrimidine (700 mg, 1.33 mmol) and Zn(CN)2 (94 mg, 0.799 mmol) in DMF, add Pd(PPh3)4 (77 mg, 0.067 mmol). Purge the reaction mixture for 10 min with dry N2. Heat the stirring reaction mixture overnight at 80° C., cool to room temperature and partition between water and EtOAc. Dry the solution (Na2SO4), concentrate under reduced pressure. Purify the residue by flash co... Starting materials: C(C1=CC=CC=C1)N1CC2(CCN(CC2)C(=O)C2=CC(=C(C=C2)OC(C)C)C)OC(C1)C=1N(C=CN1)C ([8-benzyl-10-(1-methylimidazol-2-yl)-11-oxa-3,8-diazaspiro[5.5]undecan-3-yl]-(4-isopropoxy-3-methyl-phenyl)methanone), C(=O)[O-].[NH4+] (ammonium formate). The reagents and catalysts are [OH-].[OH-].[Pd+2] (Pd(OH)2). Solvent: C(C)(=O)OCC (ethyl acetate), CCO (EtOH). Reaction conditions: temperature 65 celsius. The product is C(C)(C)OC1=C(C=C(C=C1)C(=O)N1CCC2(CC1)CNCC(O2)C=2N(C=CN2)C)C ((4-isopropoxy-3-methyl-phenyl)-[10-(1-methylimidazol-2-yl)-11-oxa-3,8-diazaspiro[5.5]undecan-3-yl]methanone). Yield: 92.1%. Reaction SMILES: C([N:8]1[CH2:31][CH:30]([C:32]2[N:33]([CH3:37])[CH:34]=[CH:35][N:36]=2)[O:29][C:10]2([CH2:15][CH2:14][N:13]([C:16]([C:18]3[CH:23]=[CH:22][C:21]([O:24][CH:25]([CH3:27])[CH3:26])=[C:20]([CH3:28])[CH:19]=3)=[O:17])[CH2:12][CH2:11]2)[CH2:9]1)C1C=CC=CC=1.C([O-])=O.[NH4+]>CCO.C(OCC)(=O)C.[OH-].[OH-].[Pd+2]>[CH:25]([O:24][C:21]1[CH:22]=[CH:23][C:18]([C:16]([N:13]2[CH2:14][CH2:15][C:10]3([O:29][CH:30]([C:32]4[N:33]([CH3:37])[CH:34]=[CH:35][N:36]=4)[CH2:31][NH:8][CH2:9]3)[CH2:11][CH2:12]2)=[O:17])=[CH:19][C:20]=1[CH3:28])([CH3:27])[CH3:26] |f:1.2,5.6.7|. Procedure details: To a solution of [8-benzyl-10-(1-methylimidazol-2-yl)-11-oxa-3,8-diazaspiro[5.5]undecan-3-yl]-(4-isopropoxy-3-methyl-phenyl)methanone (50 mg, 0.10 mmol) in EtOH (500 μL) was added Pd(OH)2 (6.98 mg, 0.01 mmol) and ammonium formate (29 mg, 0.46 mmol) and the reaction mixture was heated at 65° C. for 1.5 hours. The reaction mixture was cooled to room temperature, diluted with ethyl acetate, filtered and washed with sat. aq. NaHCO3 (pH 10)/brine. The aqueous was extracted further with ethyl acetate.... Yields the product CCC(C)CCC(C)(CC)O.O1N=CN=C1C1=CC=2N(C=C1)C(=CN2)C=2C=C(C=CC2)NC(=O)NCC(F)(F)F (AR—1 [3-(7-[1,2,4]Oxadiazol-5-yl-imidazo[1,2-a]pyridin-3-yl)-phenyl]-3-(2,2,2-trifluoro-ethyl)-urea). Reported procedure: Hydroxylamine. HCl (30 mg, 0.43 mmol) was added to 3-{3-[3-(2,2,2-trifluoro-ethyl)-ureido]-phenyl}-imidazo[1,2-a]pyridine-7-carboxylic acid 1-dimethylamino-meth-(E)-ylideneamide (135 mg, 0.3 mmol) and 5N NaOH (75 μl, 0.38 mmol) in AcOH/H2O (7:3, 1 ml) at RT. The reaction mixture was stirred at room temperature for 2 h before being heated at 60° C. for 7 h. The reaction mixture was allowed to cool then the volatiles removed in vacuo. The residue was purified by preparative HPLC to afford the desi... Starting materials: Hydroxylamine. HCl, CN(\C=N\C(=O)C1=CC=2N(C=C1)C(=CN2)C2=CC(=CC=C2)NC(=O)NCC(F)(F)F)C (3-{3-[3-(2,2,2-trifluoro-ethyl)-ureido]-phenyl}-imidazo[1,2-a]pyridine-7-carboxylic acid 1-dimethylamino-meth-(E)-ylideneamide), [OH-].[Na+] (NaOH), CC(=O)O.O (AcOH H2O). RXN SMILES: C[N:2](C)/[CH:3]=[N:4]/[C:5]([C:7]1[CH:12]=[CH:11][N:10]2[C:13]([C:16]3[CH:21]=[CH:20][CH:19]=[C:18]([NH:22][C:23]([NH:25][CH2:26][C:27]([F:30])([F:29])[F:28])=[O:24])[CH:17]=3)=[CH:14][N:15]=[C:9]2[CH:8]=1)=[O:6].[OH-:32].[Na+].[CH3:34][C:35](O)=O.O>>[CH3:14][CH2:13][CH:16]([CH2:17][CH2:18][C:19]([OH:32])([CH2:35][CH3:34])[CH3:20])[CH3:21].[O:6]1[C:5]([C:7]2[CH:12]=[CH:11][N:10]3[C:13]([C:16]4[CH:17]=[C:18]([NH:22][C:23]([NH:25][CH2:26][C:27]([F:30])([F:29])[F:28])=[O:24])[CH:19]=[CH:20][CH:21]=4)=[CH:14][N:15]=[C:9]3[CH:8]=2)=[N:4][CH:3]=[N:2]1 |f:1.2,3.4,5.6|. Run at time 2 hour.